Task: describe an organic reaction: reactants, conditions, products, and yield. Dataset: the Open Reaction Database (ORD), a public repository of structured organic reaction records The reactants are C[C@@H]1CC[C@H]2C[C@@H](/C(=C/C=C/C=C/[C@H](C[C@H](C(=O)[C@@H]([C@@H](/C(=C/[C@H](C(=O)C[C@H](OC(=O)[C@@H]3CCCCN3C(=O)C(=O)[C@@]1(O2)O)[C@H](C)C[C@@H]4CC[C@H]([C@@H](C4)OC)OC(=O)C(C)(CO)CO)C)/C)O)OC)C)C)/C)OC.B([O-])[O-] (CCI-779 boronate), CC(C)(CC(C)O)O (2-methyl-2,4-pentanediol). The solvent is heptanes, C(C)OCC (diethyl ether). Run at temperature 35 celsius, time 12 hour. Product: C[C@@H]1CC[C@H]2C[C@@H](/C(=C/C=C/C=C/[C@H](C[C@H](C(=O)[C@@H]([C@@H](/C(=C/[C@H](C(=O)C[C@H](OC(=O)[C@@H]3CCCCN3C(=O)C(=O)[C@@]1(O2)O)[C@H](C)C[C@@H]4CC[C@H]([C@@H](C4)OC)OC(=O)C(C)(CO)CO)C)/C)O)OC)C)C)/C)OC (CCI-779). The yield is 94.9%. Reaction SMILES: [CH3:1][C@H:2]1[C@@:41]2([OH:43])[O:42][C@H:5]([CH2:6][C@H:7]([O:72][CH3:73])[C:8]([CH3:71])=[CH:9][CH:10]=[CH:11][CH:12]=[CH:13][C@@H:14]([CH3:70])[CH2:15][C@@H:16]([CH3:69])[C:17]([C@H:19]([O:67][CH3:68])[C@H:20]([OH:66])[C:21]([CH3:65])=[CH:22][C@@H:23]([CH3:64])[C:24]([CH2:26][C@@H:27]([C@@H:44]([CH2:46][C@H:47]3[CH2:52][C@@H:51]([O:53][CH3:54])[C@H:50]([O:55][C:56]([C:58]([CH2:62][OH:63])([CH2:60][OH:61])[CH3:59])=[O:57])[CH2:49][CH2:48]3)[CH3:45])[O:28][C:29]([C@H:31]3[N:36]([C:37]([C:39]2=[O:40])=[O:38])[CH2:35][CH2:34][CH2:33][CH2:32]3)=[O:30])=[O:25])=[O:18])[CH2:4][CH2:3]1.B([O-])[O-].CC(O)(CC(O)C)C>C(OCC)C>[CH3:1][C@H:2]1[C@@:41]2([OH:43])[O:42][C@H:5]([CH2:6][C@H:7]([O:72][CH3:73])[C:8]([CH3:71])=[CH:9][CH:10]=[CH:11][CH:12]=[CH:13][C@@H:14]([CH3:70])[CH2:15][C@@H:16]([CH3:69])[C:17]([C@H:19]([O:67][CH3:68])[C@H:20]([OH:66])[C:21]([CH3:65])=[CH:22][C@@H:23]([CH3:64])[C:24]([CH2:26][C@@H:27]([C@@H:44]([CH2:46][C@H:47]3[CH2:52][C@@H:51]([O:53][CH3:54])[C@H:50]([O:55][C:56]([C:58]([CH2:60][OH:61])([CH2:62][OH:63])[CH3:59])=[O:57])[CH2:49][CH2:48]3)[CH3:45])[O:28][C:29]([C@H:31]3[N:36]([C:37]([C:39]2=[O:40])=[O:38])[CH2:35][CH2:34][CH2:33][CH2:32]3)=[O:30])=[O:25])=[O:18])[CH2:4][CH2:3]1 |f:0.1|. Procedure details: In a 3-L multi-neck round-bottomed flask equipped with mechanical stirrer, thermometer, 500-mL pressure equalizing addition funnel, and reflux condenser with a nitrogen head, was added 199 g (0.178 moles) of CCI-779 boronate, a solution of 105 g of 2-methyl-2,4-pentanediol (0.891 moles) in 371 g of diethyl ether and 185 g of heptanes. The mixture was heated to 33-37° C. with stirring under nitrogen and held for 12 h. HPLC showed the consumption of starting CCI-779 boronate (<3%) and phenylboroni... RXN SMILES: Cl[C:2]1[CH:7]=[CH:6]C=C[C:3]=1[CH2:8][NH:9][C:10]1[C:18]([N+:19]([O-])=O)=[CH:17][CH:16]=[CH:15][C:11]=1[C:12](O)=O.[C:22]([Cl:28])(=O)[CH2:23][CH2:24][CH2:25][CH3:26].[C:29](O)(=O)C1C=CC=CC=1.[C:38](=[O:41])(O)[O-:39].[Na+].S(S([O-])=O)([O-])=O.[Na+].[Na+]>N1C=CC=CC=1.O1CCCC1>[CH2:3]([C:8]1[N:19]([C:23]2[CH:24]=[CH:25][CH:26]=[CH:29][C:22]=2[Cl:28])[C:18]2[C:17]([C:38]([OH:39])=[O:41])=[CH:16][CH:15]=[C:11]([CH3:12])[C:10]=2[N:9]=1)[CH2:2][CH2:7][CH3:6] |f:3.4,5.6.7|. The reactants are ClC1=C(C=CC=C1)CNC1=C(C(=O)O)C=CC=C1[N+](=O)[O-] (2-[(2-chlorophenyl)-methyl]amino-3-nitrobenzoic acid), C(CCCC)(=O)Cl (valeryl chloride), C([O-])(O)=O.[Na+] (sodium bicarbonate), C(C1=CC=CC=C1)(=O)O (benzoic acid), S(=O)([O-])S(=O)[O-].[Na+].[Na+] (Sodium hydrosulfite), C([O-])(O)=O.[Na+] (sodium bicarbonate). Solvent: N1=CC=CC=C1 (pyridine), O1CCCC1 (tetrahydrofuran). Yields the product C(CCC)C1=NC2=C(N1C1=C(C=CC=C1)Cl)C(=CC=C2C)C(=O)O (2-n-butyl-1-(2-chlorophenyl)-methyl-1H-benzimidazole-7-carboxylic acid). Procedure: A solution of 2-[(2-chlorophenyl)-methyl]amino-3-nitrobenzoic acid (15.62 g, 0.051 mol) in pyridine (125 mL) was stirred with valeryl chloride (15.37 g, 0.127 mol) at 52° C. for 18 hours under argon. The usual workup gave the crude 2-[(2-chlorophenyl)methyl-N-valeryl]-amino-3-nitrobenzoic acid which was not purified. This benzoic acid (51 mmol) was dissolved in tetrahydrofuran (250 mL) and 5% sodium bicarbonate solution (250 mL) was added to give a pH of 7.41. Sodium hydrosulfite (7 times 15 g p... Starting materials: FC(C1=CC=C(C=C1)C1=C(C=NO1)CCC(=O)O)(F)F (3-[5-(4-trifluoromethylphenyl)-4-isoxazolyl]propionic acid), S(O)(O)(=O)=O (sulfuric acid), CO (methanol). The product is FC(C1=CC=C(C=C1)C1=C(C=NO1)CCC(=O)OC)(F)F (methyl 3-[5-(4-trifluoromethylphenyl)-4-isoxazolyl]propionate). Isolated yield 74.0%. As a reaction SMILES: [F:1][C:2]([F:20])([F:19])[C:3]1[CH:8]=[CH:7][C:6]([C:9]2[O:13][N:12]=[CH:11][C:10]=2[CH2:14][CH2:15][C:16]([OH:18])=[O:17])=[CH:5][CH:4]=1.S(=O)(=O)(O)O.[CH3:26]O>>[F:20][C:2]([F:1])([F:19])[C:3]1[CH:8]=[CH:7][C:6]([C:9]2[O:13][N:12]=[CH:11][C:10]=2[CH2:14][CH2:15][C:16]([O:18][CH3:26])=[O:17])=[CH:5][CH:4]=1. Reported procedure: To a solution of 3-[5-(4-trifluoromethylphenyl)-4-isoxazolyl]propionic acid (2.20 g) in methanol (50 ml) was added conc. sulfuric acid (1 ml) and the mixture was heated under reflux for 1 hr. The reaction mixture was concentrated, and iced water was poured into the residue. The precipitated crystals (1.70 g, yield 74%) of methyl 3-[5-(4-trifluoromethylphenyl)-4-isoxazolyl]propionate were collected by filtration. The crystals were recrystallized from ethyl acetate-hexane to give a colorless prism... Starting materials: C(C)OC(=O)C=1N=NC=2CCCCC2C1Cl (4-Chloro-5,6,7,8-tetrahydrocinnoline-3-carboxylic acid ethyl ester), Cl.COC1=CC=C(C=C1)NN (4-methoxyphenylhydrazine hydrochloride), C([O-])([O-])=O.[K+].[K+] (potassium carbonate). Run in C=1(C(=CC=CC1)C)C (xylene). Product: COC1=CC=C(C=C1)N1N=C2C(=NNC=3CCCCC23)C1=O (2-(4-Methoxyphenyl)-2,5,6,7,8,9-hexahydropyrazolo[4,3-c]cinnolin-3-one). The yield is 12.8%. Reaction SMILES: C(O[C:4]([C:6]1[N:7]=[N:8][C:9]2[CH2:10][CH2:11][CH2:12][CH2:13][C:14]=2[C:15]=1Cl)=[O:5])C.Cl.[CH3:18][O:19][C:20]1[CH:25]=[CH:24][C:23]([NH:26][NH2:27])=[CH:22][CH:21]=1.C(=O)([O-])[O-].[K+].[K+]>C1(C)C(C)=CC=CC=1>[CH3:18][O:19][C:20]1[CH:25]=[CH:24][C:23]([N:26]2[C:4](=[O:5])[C:6]3=[N:7][NH:8][C:9]4[CH2:10][CH2:11][CH2:12][CH2:13][C:14]=4[C:15]3=[N:27]2)=[CH:22][CH:21]=1 |f:1.2,3.4.5|. Procedure: 4-Chloro-5,6,7,8-tetrahydrocinnoline-3-carboxylic acid ethyl ester (0.5 g), 4-methoxyphenylhydrazine hydrochloride (0.37 g) and potassium carbonate (0.29 g) in xylene were heated under reflux for 3 h. The solid was collected by filtration, washed with hexane, then water. The residue was absorbed onto silica and purified by flash chromatography using a gradient elution: CH2Cl2 (250 ml), CH2Cl2/(MeOH/NH3 10:1) 99:1 (250 ml), CH2Cl2/(MeOH/NH3 10:1) 98:2 (250 ml), CH2Cl2/(MeOH/NH3 10:1) 97:3 (250 ml...